Dataset: the Open Reaction Database (ORD), a public repository of structured organic reaction records. Task: describe an organic reaction: reactants, conditions, products, and yield The reactants are [BH4-], CCOC(C)=O, CO, [Na+], O, O=C1CCN(C(c2ccccc2)(c2ccccc2)c2ccccc2)CC1=Cc1ccn(Cc2cscn2)n1. Product: OC1CCN(C(c2ccccc2)(c2ccccc2)c2ccccc2)CC1=Cc1ccn(Cc2cscn2)n1. RXN SMILES: [BH4-:39].[CH3:42][CH2:43][O:44][C:45](=[O:46])[CH3:47].[CH3:48][OH:49].[Na+:40].[OH2:41].[s:1]1[cH:2][n:3][c:4]([CH2:6][n:7]2[n:8][c:9]([CH:12]=[C:13]3[CH2:14][N:15]([C:20]([c:21]4[cH:22][cH:23][cH:24][cH:25][cH:26]4)([c:27]4[cH:28][cH:29][cH:30][cH:31][cH:32]4)[c:33]4[cH:34][cH:35][cH:36][cH:37][cH:38]4)[CH2:16][CH2:17][C:18]3=[O:19])[cH:10][cH:11]2)[cH:5]1>>[s:1]1[cH:2][n:3][c:4]([CH2:6][n:7]2[n:8][c:9]([CH:12]=[C:13]3[CH2:14][N:15]([C:20]([c:21]4[cH:22][cH:23][cH:24][cH:25][cH:26]4)([c:27]4[cH:28][cH:29][cH:30][cH:31][cH:32]4)[c:33]4[cH:34][cH:35][cH:36][cH:37][cH:38]4)[CH2:16][CH2:17][CH:18]3[OH:19])[cH:10][cH:11]2)[cH:5]1. The yield is 89.8%. RXN SMILES: [C:1]([C:4]1[CH:26]=[CH:25][C:7]([O:8][CH2:9][CH2:10][CH2:11][O:12][C:13]2[CH:23]=[CH:22][C:16]([C:17]([O:19]CC)=[O:18])=[CH:15][C:14]=2[Cl:24])=[C:6]([CH2:27][CH2:28][CH3:29])[C:5]=1[OH:30])(=[O:3])[CH3:2].[OH-].[Na+]>C(O)C>[C:1]([C:4]1[CH:26]=[CH:25][C:7]([O:8][CH2:9][CH2:10][CH2:11][O:12][C:13]2[CH:23]=[CH:22][C:16]([C:17]([OH:19])=[O:18])=[CH:15][C:14]=2[Cl:24])=[C:6]([CH2:27][CH2:28][CH3:29])[C:5]=1[OH:30])(=[O:3])[CH3:2] |f:1.2|. Procedure: A mixture of ethyl 4-[3-(4-acetyl-3-hydroxy-2-n-propylphenoxy)propoxy]-3-chlorobenzoate (1.0 g), ethanol (10 ml) and 1N sodium hydroxide (10 ml) was refluxed for 0.5 hour, then concentrated, acidified with 1N hydrochloric acid, and extracted with ethyl acetate. The extract was washed with water, dried over sodium sulfate and concentrated, and the crystals were collected by filtration. There was obtained 4-[3-(4-acetyl-3-hydroxy-2-n-propylphenoxy)propoxy]-3-chlorobenzoic acid as needles (840 mg).... Product: C(C)(=O)C1=C(C(=C(OCCCOC2=C(C=C(C(=O)O)C=C2)Cl)C=C1)CCC)O (4-[3-(4-acetyl-3-hydroxy-2-n-propylphenoxy)propoxy]-3-chlorobenzoic acid). Solvent: C(C)O (ethanol). The reactants are C(C)(=O)C1=C(C(=C(OCCCOC2=C(C=C(C(=O)OCC)C=C2)Cl)C=C1)CCC)O (ethyl 4-[3-(4-acetyl-3-hydroxy-2-n-propylphenoxy)propoxy]-3-chlorobenzoate), [OH-].[Na+] (sodium hydroxide). The reactants are N1C=CC=2C1=NC=CC2NC(C2=CC=C(C=C2)[C@@H](C)NC(=O)OCC2=CC=CC=C2)=O ((R)-N-(1H-pyrrolo[2,3-b]pyridin-4-yl)-4-(1-benzyloxycarbonylaminoethyl)benzamide), Cl.CO (hydrochloric acid methanol), [H][H] (hydrogen). Reagents/catalysts: [C+4].[OH-].[Pd+2].[OH-].[OH-].[OH-].[OH-].[OH-] (Palladium hydroxide carbon). The solvent is CO (methanol). Product: Cl.Cl.N1C=CC=2C1=NC=CC2NC(C2=CC=C(C=C2)[C@@H](C)N)=O ((R)-(+)-N-(1H-pyrrolo[2,3-b]pyridin-4-yl)-4-(1-aminoethyl)benzamide dihydrochloride). Reaction SMILES: [NH:1]1[C:5]2=[N:6][CH:7]=[CH:8][C:9]([NH:10][C:11](=[O:31])[C:12]3[CH:17]=[CH:16][C:15]([C@H:18]([NH:20]C(OCC4C=CC=CC=4)=O)[CH3:19])=[CH:14][CH:13]=3)=[C:4]2[CH:3]=[CH:2]1.[ClH:32].CO.[H][H]>[C+4].[OH-].[Pd+2].[OH-].[OH-].[OH-].[OH-].[OH-].CO>[ClH:32].[ClH:32].[NH:1]1[C:5]2=[N:6][CH:7]=[CH:8][C:9]([NH:10][C:11](=[O:31])[C:12]3[CH:17]=[CH:16][C:15]([C@H:18]([NH2:20])[CH3:19])=[CH:14][CH:13]=3)=[C:4]2[CH:3]=[CH:2]1 |f:1.2,4.5.6.7.8.9.10.11,13.14.15|. Procedure details: 10% Palladium hydroxide carbon (80 mg) was added to a mixture of (R)-N-(1H-pyrrolo[2,3-b]pyridin-4-yl)-4-(1-benzyloxycarbonylaminoethyl)benzamide (200 mg), 15% hydrochloric acid-methanol (1 ml) and methanol (6 ml), and the mixture was stirred in a stream of hydrogen at 40° C. for 1 hour. After the reaction, the catalyst was removed by filtration, and the mixture was concentrated under reduced pressure. The obtained crystals were recrystallized from methanol-ether to give 120 mg of (R)-(+)-N-(1H-...